This data is from the Open Reaction Database (ORD), a public repository of structured organic reaction records. The task is: describe an organic reaction: reactants, conditions, products, and yield Procedure details: A solution of N-(1,5-dimethyl-1H-pyrazol-3-yl)-3-{[2-fluoro-1-(fluoromethyl)ethyl]oxy}-5-[(phenylmethyl)oxy]benzamide (1.89 mmol) in ethanol (30 mL) was treated with 10% palladium on carbon (78 mg, wetted with 1 mL ethanol). The flask was evacuated and filled with hydrogen and this procedure repeated a further 4 times. The mixture was left to stir at RT overnight under an atmosphere of hydrogen then the mixture filtered through Celite® and the cake washed with ethanol (50 mL) and ethyl acetate (... Product: CN1N=C(C=C1C)NC(C1=CC(=CC(=C1)O)OC(CF)CF)=O (N-(1,5-Dimethyl-1H-pyrazol-3-yl)-3-{[2-fluoro-1-(fluoromethyl)ethyl]oxy}-5-hydroxybenzamide). Reactants: CN1N=C(C=C1C)NC(C1=CC(=CC(=C1)OCC1=CC=CC=C1)OC(CF)CF)=O (N-(1,5-dimethyl-1H-pyrazol-3-yl)-3-{[2-fluoro-1-(fluoromethyl)ethyl]oxy}-5-[(phenylmethyl)oxy]benzamide). Run in C(C)O (ethanol). Reaction conditions: time 8 hour. Yield: 99.7%. The reagents and catalysts are [Pd] (palladium on carbon). Reaction SMILES: [CH3:1][N:2]1[C:6]([CH3:7])=[CH:5][C:4]([NH:8][C:9](=[O:30])[C:10]2[CH:15]=[C:14]([O:16]CC3C=CC=CC=3)[CH:13]=[C:12]([O:24][CH:25]([CH2:28][F:29])[CH2:26][F:27])[CH:11]=2)=[N:3]1>C(O)C.[Pd]>[CH3:1][N:2]1[C:6]([CH3:7])=[CH:5][C:4]([NH:8][C:9](=[O:30])[C:10]2[CH:15]=[C:14]([OH:16])[CH:13]=[C:12]([O:24][CH:25]([CH2:26][F:27])[CH2:28][F:29])[CH:11]=2)=[N:3]1. Starting materials: N1=C(C=NC=C1)N1CCNCC1 (1-(2-pyrazinyl)piperazine), C(#N)C1=CC=C(C=C1)N=C=S (p-cyanophenyl isothiocyanate). The solvent is CCOCC (ether), CCOCC (ether). Reaction conditions: time 30 minute. Yields the product C(#N)C1=CC=C(NC(=S)N2CCN(CC2)C2=NC=CN=C2)C=C1 (4'-Cyano-4-(2-pyrazinyl)-1-piperazinethiocarboxanilide). As a reaction SMILES: [N:1]1[CH:6]=[CH:5][N:4]=[CH:3][C:2]=1[N:7]1[CH2:12][CH2:11][NH:10][CH2:9][CH2:8]1.[C:13]([C:15]1[CH:20]=[CH:19][C:18]([N:21]=[C:22]=[S:23])=[CH:17][CH:16]=1)#[N:14]>CCOCC>[C:13]([C:15]1[CH:20]=[CH:19][C:18]([NH:21][C:22]([N:10]2[CH2:9][CH2:8][N:7]([C:2]3[CH:3]=[N:4][CH:5]=[CH:6][N:1]=3)[CH2:12][CH2:11]2)=[S:23])=[CH:17][CH:16]=1)#[N:14]. Procedure: To a solution of 4.92 g. of 1-(2-pyrazinyl)piperazine in 45 ml. of anhydrous ether is added a slurry of 4.8 g. of p-cyanophenyl isothiocyanate in 45 ml. of anhydrous ether, dropwise over 10 minutes. Themixture is stirred for 30 minutes and the resulting solid collected. This solid is dissolved in a mixture of 200 ml. of benzene and 200 ml. of ethanol and then cooled. The resulting solid is collected giving 6.95 g. of the desired product, m.p. 208°-210° C. Reactants: CC1CCCCN1Cc1coc(-c2ccc(Br)cc2)n1, [Na+], [Na+], O=C([O-])[O-], C1COCCO1, OB(O)c1cccnc1. Yields the product CC1CCCCN1Cc1coc(-c2ccc(-c3cccnc3)cc2)n1. Reaction SMILES: [Br:1][c:2]1[cH:3][cH:4][c:5](-[c:8]2[o:9][cH:10][c:11]([CH2:13][N:14]3[CH:15]([CH3:20])[CH2:16][CH2:17][CH2:18][CH2:19]3)[n:12]2)[cH:6][cH:7]1.[Na+:30].[Na+:31].[O-:32][C:33](=[O:34])[O-:35].[O:36]1[CH2:37][CH2:38][O:39][CH2:40][CH2:41]1.[n:21]1[cH:22][c:23]([B:27]([OH:28])[OH:29])[cH:24][cH:25][cH:26]1>>[c:2]1(-[c:23]2[cH:22][n:21][cH:26][cH:25][cH:24]2)[cH:3][cH:4][c:5](-[c:8]2[o:9][cH:10][c:11]([CH2:13][N:14]3[CH:15]([CH3:20])[CH2:16][CH2:17][CH2:18][CH2:19]3)[n:12]2)[cH:6][cH:7]1. The reactants are Cc1ccccc1, COP(=O)(CC(COc1ccc(Cl)cn1)=NNC(N)=O)OC, Cl, [Na+], [OH-]. Yields the product COP(=O)(CC(=O)COc1ccc(Cl)cn1)OC. Reaction SMILES: [CH3:26][c:27]1[cH:28][cH:29][cH:30][cH:31][cH:32]1.[Cl:1][c:2]1[cH:3][cH:4][c:5]([O:8][CH2:9][C:10]([CH2:11][P:12]([O:13][CH3:14])([O:15][CH3:16])=[O:17])=[N:18][NH:19][C:20]([NH2:21])=[O:22])[n:6][cH:7]1.[ClH:23].[Na+:25].[OH-:24]>>[Cl:1][c:2]1[cH:3][cH:4][c:5]([O:8][CH2:9][C:10]([CH2:11][P:12]([O:13][CH3:14])([O:15][CH3:16])=[O:17])=[O:24])[n:6][cH:7]1. Reactants: FC(C(CC(=O)C1=NC=CC=C1)=O)(F)F (4,4,4-Trifluoro-1-pyridin-2-yl-butane-1,3-dione), NC1=CC(=NN1)C(=O)O (5-amino-1H-pyrazole-3-carboxylic acid). The solvent is C(C)(=O)O (acetic acid). Yields the product N1=C(C=CC=C1)C1=NC=2N(C(=C1)C(F)(F)F)N=C(C2)C(=O)O (5-pyridin-2-yl-7-trifluoromethyl-pyrazolo[1,5-a]pyrimidine-2-carboxylic acid). Isolated yield 71.5%. RXN SMILES: [F:1][C:2]([F:15])([F:14])[C:3](=O)[CH2:4][C:5]([C:7]1[CH:12]=[CH:11][CH:10]=[CH:9][N:8]=1)=O.[NH2:16][C:17]1[NH:21][N:20]=[C:19]([C:22]([OH:24])=[O:23])[CH:18]=1>C(O)(=O)C>[N:8]1[CH:9]=[CH:10][CH:11]=[CH:12][C:7]=1[C:5]1[CH:4]=[C:3]([C:2]([F:15])([F:14])[F:1])[N:21]2[N:20]=[C:19]([C:22]([OH:24])=[O:23])[CH:18]=[C:17]2[N:16]=1. Procedure: 4,4,4-Trifluoro-1-pyridin-2-yl-butane-1,3-dione (3.00g, 13.8 mmol) and 5-amino-1H-pyrazole-3-carboxylic acid (1.76 g, 13.8 mmol) in acetic acid (100 ml) was heated at reflux overnight. The reaction mixture was concentrated under reduced pressure and the crude product was purified by column chromatography on silica gel to give 5-pyridin-2-yl-7-trifluoromethyl-pyrazolo[1,5-a]pyrimidine-2-carboxylic acid (3.04 g, 71%). Reactants: CSC1=C(C=C(C=C1)CCl)SC (1,2-bis(methylthio)-4-chloromethyl-benzene), [C-]#N.[K+] (potassium cyanide), ice water. The solvent is CS(=O)C (DMSO). Product: CSC=1C=C(CC#N)C=CC1SC (3,4-Bis(methylthio)benzyl cyanide). As a reaction SMILES: [CH3:1][S:2][C:3]1[CH:8]=[CH:7][C:6]([CH2:9]Cl)=[CH:5][C:4]=1[S:11][CH3:12].[C-:13]#[N:14].[K+]>CS(C)=O>[CH3:12][S:11][C:4]1[CH:5]=[C:6]([CH:7]=[CH:8][C:3]=1[S:2][CH3:1])[CH2:9][C:13]#[N:14] |f:1.2|. Procedure: 42.5 g (0.194 mol) of 1,2-bis(methylthio)-4-chloromethyl-benzene and 25.3 g (0.388 mol) of potassium cyanide are stirred at ambient temperature in 200 ml of DMSO. When the starting material can no longer be detected by GC analysis, the brown solution is poured into ice/water and extracted with acetic acid acetate and the organic phase is dried over magnesium sulfate. After evaporation 34.8 g (85.7%) of 3,4-bis(methylthio)-benzyl cyanide are obtained as brown substance. The 1H-NMR-spektra data (C...